Dataset: the Open Reaction Database (ORD), a public repository of structured organic reaction records. Task: describe an organic reaction: reactants, conditions, products, and yield Starting materials: ClCl.ClC(Cl)(Cl)Cl (chlorine tetrachloromethane), C(C)C1=NOC(=C1)NC(C)=O (3-Ethyl-5-acetylaminoisoxazole), O (water). Run in C(C)(=O)O (acetic acid). The product is C(C)C1=NOC(=C1Cl)NC(C)=O (3-ethyl-4-chloro-5-acetylaminoisoxazole). The yield is 203.3%. As a reaction SMILES: [CH2:1]([C:3]1[CH:7]=[C:6]([NH:8][C:9](=[O:11])[CH3:10])[O:5][N:4]=1)[CH3:2].ClCl.[Cl:14]C(Cl)(Cl)Cl.O>C(O)(=O)C>[CH2:1]([C:3]1[C:7]([Cl:14])=[C:6]([NH:8][C:9](=[O:11])[CH3:10])[O:5][N:4]=1)[CH3:2] |f:1.2|. Reported procedure: 3-Ethyl-5-acetylaminoisoxazole (1) (1.98 g) was dissolved in acetic acid (15 ml), chlorine-tetrachloromethane (18 ml, containing 1.09 g of chlorine) was added thereto under stirring at room temperature and after addition of water the mixture was extracted with chloroform after 5 minutes. The extract was washed with water, dried over sodium sulfate and evaporated. The resulting crystalline residue was recrystallized from ether/hexane to give 3-ethyl-4-chloro-5-acetylaminoisoxazole (2) (1.86 g), m... Starting materials: O1[C@H](COC2=C1C=CC=C2)C(=O)N2C[C@H](CCC2)C2=CC(=CC=C2)O ((R)-2,3-Dihydrobenzo[1,4]dioxin-2-yl-[(R*)-3-(3-hydroxyphenyl)piperidin-1-yl]-methanone), B.C1CCOC1 (BH3THF). Product: O1[C@H](COC2=C1C=CC=C2)CN2C[C@H](CCC2)C=2C=C(C=CC2)O ((R*)-3-{1-[(S)-1-(2,3-Dihydrobenzo[1,4]dioxin-2-yl)methyl]piperidin-3-yl}phenol). Yield: 47.8%. Reaction SMILES: [O:1]1[C:6]2[CH:7]=[CH:8][CH:9]=[CH:10][C:5]=2[O:4][CH2:3][C@@H:2]1[C:11]([N:13]1[CH2:18][CH2:17][CH2:16][C@H:15]([C:19]2[CH:24]=[CH:23][CH:22]=[C:21]([OH:25])[CH:20]=2)[CH2:14]1)=O.B.C1COCC1>>[O:1]1[C:6]2[CH:7]=[CH:8][CH:9]=[CH:10][C:5]=2[O:4][CH2:3][C@@H:2]1[CH2:11][N:13]1[CH2:18][CH2:17][CH2:16][C@H:15]([C:19]2[CH:20]=[C:21]([OH:25])[CH:22]=[CH:23][CH:24]=2)[CH2:14]1 |f:1.2|. Reported procedure: (R)-2,3-Dihydrobenzo[1,4]dioxin-2-yl-[(R*)-3-(3-hydroxyphenyl)piperidin-1-yl]-methanone (17.8 g, 54.7 mmol) was treated with BH3THF according to the above general procedure. Crystallisation from hot EtOH gave 8.5 g of the title compound as almost white crystals. The product is CC1(C(C(C2C(CCCC12)OCOC)(C)C)C)C (1,1,2,3,3-pentamethyl-octahydro-4-(methoxymethoxy)-1H-indene). Starting materials: CC1(C(C(C2C(CCCC12)O)(C)C)C)C (1,1,2,3,3-pentamethyl-hexahydro-4-indanol), COCOC (dimethoxymethane). RXN SMILES: [CH3:1][C:2]1([CH3:15])[CH:10]2[CH:5]([CH:6]([OH:11])[CH2:7][CH2:8][CH2:9]2)[C:4]([CH3:13])([CH3:12])[CH:3]1[CH3:14].[CH3:16][O:17][CH2:18]OC>C1(C)C=CC=CC=1>[CH3:1][C:2]1([CH3:15])[CH:10]2[CH:5]([CH:6]([O:11][CH2:16][O:17][CH3:18])[CH2:7][CH2:8][CH2:9]2)[C:4]([CH3:13])([CH3:12])[CH:3]1[CH3:14]. The solvent is C1(=CC=CC=C1)C (toluene). Procedure details: A reaction flask was charged with 300 g (1.4 mole) 1,1,2,3,3-pentamethyl-hexahydro-4-indanol, 306 g (4 mole) dimethoxymethane, 0.25 liter toluene, and 3 g boron trifluoride etherate complex. The reaction mass was heated to 100° C. and methanol and lite organics were collected in a Dean Stark trap (337 g recovered). After aging the reaction for 3 hrs the reaction was cooled to 25° C. and acid catalyst was quenched with 100 g of 10% aqueous sodium carbonate. The mass was transferred to a separator... Run at temperature 100 celsius. The yield is 55.0%.